Dataset: the Open Reaction Database (ORD), a public repository of structured organic reaction records. Task: describe an organic reaction: reactants, conditions, products, and yield Reactants: ClC1=NC(=C(C(=N1)NC1CCC1)[N+](=O)[O-])Cl (2,6-dichloro-N-cyclobutyl-5-nitropyrimidin-4-amine). Reagents/catalysts: [Fe] (Fe). Solvent: CC(=O)O (HOAc). Run at time 30 minute. The product is ClC1=NC(=C(C(=N1)NC1CCC1)N)Cl (2,6-dichloro-N4-cyclobutylpyrimidine-4,5-diamine). RXN SMILES: [Cl:1][C:2]1[N:7]=[C:6]([NH:8][CH:9]2[CH2:12][CH2:11][CH2:10]2)[C:5]([N+:13]([O-])=O)=[C:4]([Cl:16])[N:3]=1>CC(O)=O.[Fe]>[Cl:1][C:2]1[N:7]=[C:6]([NH:8][CH:9]2[CH2:10][CH2:11][CH2:12]2)[C:5]([NH2:13])=[C:4]([Cl:16])[N:3]=1. Procedure: Fe powder (631 mg, 11.3 mmol) was added to a solution of 2,6-dichloro-N-cyclobutyl-5-nitropyrimidin-4-amine (crude, 5.65 mmol) in HOAc (5 mL) and the mixture was stirred at rt for 30 min. The mixture was filtered through Celite® and the volatiles were removed under reduced pressure. The resulting residue was diluted with EtOAc (80 mL) and washed with water (80 mL), sat. NaHCO3 (80 mL) and brine (80 mL). The organic layer was dried over Na2SO4 and concentrated to give the title compound as a brow...